Dataset: the Open Reaction Database (ORD), a public repository of structured organic reaction records. Task: describe an organic reaction: reactants, conditions, products, and yield Starting materials: OC1=C(C=CC=C1)CC(=O)O (2-hydroxy phenylacetic acid), S(O)(O)(=O)=O (sulfuric acid), C(C)(C)O (isopropanol), ice. The product is OC1=C(C=CC=C1)CC(=O)OC(C)C (Isopropyl 2-hydroxyphenylacetate), desired product. As a reaction SMILES: [OH:1][C:2]1[CH:7]=[CH:6][CH:5]=[CH:4][C:3]=1[CH2:8][C:9]([OH:11])=[O:10].S(=O)(=O)(O)O.[CH:17](O)([CH3:19])[CH3:18]>>[OH:1][C:2]1[CH:7]=[CH:6][CH:5]=[CH:4][C:3]=1[CH2:8][C:9]([O:11][CH:17]([CH3:19])[CH3:18])=[O:10]. Procedure: Isopropyl 2-hydroxyphenylacetate was prepared using the procedure described in J. Amer. Chem. Soc., 70, 1948, 1930. To a flask were added 10 g of 2-hydroxy phenylacetic acid, 99 mL of isopropanol and 9.9 mL of concentrated sulfuric acid. The mixture was refluxed for 5.5 hrs, poured into 400 mL of ice and extracted with 3×100 mL of ether. The organic layer was washed with 100 mL of aqueous solution of sodium bicarbonate (saturated). The organic fraction was dried over sodium sulfate and the solve... The reactants are CC[O-], CCO, CCOC=O, Cl, [Na+], Cc1cc(C(=O)Nc2ccc(C(=O)c3ccc4c(c3)NC(=O)C4)cc2)n(C)n1. Product: Cc1cc(C(=O)Nc2ccc(C(=O)c3ccc4c(c3)NC(=O)C4=CO)cc2)n(C)n1. As a reaction SMILES: [CH3:35][CH2:36][O-:37].[CH3:39][CH2:40][OH:41].[CH:29](=[O:30])[O:31][CH2:32][CH3:33].[ClH:38].[Na+:34].[O:1]=[C:2]1[NH:3][c:4]2[cH:5][c:6]([C:11](=[O:12])[c:13]3[cH:14][cH:15][c:16]([NH:19][C:20](=[O:21])[c:22]4[n:23]([CH3:28])[n:24][c:25]([CH3:27])[cH:26]4)[cH:17][cH:18]3)[cH:7][cH:8][c:9]2[CH2:10]1>>[O:1]=[C:2]1[NH:3][c:4]2[cH:5][c:6]([C:11](=[O:12])[c:13]3[cH:14][cH:15][c:16]([NH:19][C:20](=[O:21])[c:22]4[n:23]([CH3:28])[n:24][c:25]([CH3:27])[cH:26]4)[cH:17][cH:18]3)[cH:7][cH:8][c:9]2[C:10]1=[CH:29][OH:30]. Reactants: COCOc1ccc(CNC(=O)OCc2ccccc2)cc1OC, ClCCl, [Na+], O=C([O-])O, O, O=C(O)C(F)(F)F. The product is COc1cc(CNC(=O)OCc2ccccc2)ccc1O. RXN SMILES: [CH2:1]([c:2]1[cH:3][cH:4][cH:5][cH:6][cH:7]1)[O:8][C:9]([NH:10][CH2:11][c:12]1[cH:13][c:14]([O:22][CH3:23])[c:15]([O:18][CH2:19][O:20][CH3:21])[cH:16][cH:17]1)=[O:24].[Cl:37][CH2:38][Cl:39].[Na+:36].[O-:32][C:33]([OH:34])=[O:35].[OH2:40].[OH:25][C:26]([C:27]([F:28])([F:29])[F:30])=[O:31]>>[CH2:1]([c:2]1[cH:3][cH:4][cH:5][cH:6][cH:7]1)[O:8][C:9]([NH:10][CH2:11][c:12]1[cH:13][c:14]([O:22][CH3:23])[c:15]([OH:18])[cH:16][cH:17]1)=[O:24].